Dataset: the Open Reaction Database (ORD), a public repository of structured organic reaction records. Task: describe an organic reaction: reactants, conditions, products, and yield Starting materials: N1(CCCC1)C1=NC(=NC(=N1)N1CCCC1)N1CCN(CC1)CCCCCCO (4-[4,6-Bis(1-pyrrolidinyl)-1,3,5-triazin-2-yl]-1-piperazinehexanol), CS(=O)(=O)O (methanesulfonic acid). The solvent is C(Cl)Cl.CCOCC (methylene chloride ether), CCOCC (ether). Yields the product CS(=O)(=O)OCCCCCCN1CCN(CC1)C1=NC(=NC(=N1)N1CCCC1)N1CCCC1 (4-[4,6-Bis(1-pyrrolidinyl)-1,3,5-triazin-2-yl]-1-piperazinehexanol methane sulfonate). Reaction SMILES: [N:1]1([C:6]2[N:11]=[C:10]([N:12]3[CH2:16][CH2:15][CH2:14][CH2:13]3)[N:9]=[C:8]([N:17]3[CH2:22][CH2:21][N:20]([CH2:23][CH2:24][CH2:25][CH2:26][CH2:27][CH2:28][OH:29])[CH2:19][CH2:18]3)[N:7]=2)[CH2:5][CH2:4][CH2:3][CH2:2]1.[CH3:30][S:31](O)(=[O:33])=[O:32]>C(Cl)Cl.CCOCC.CCOCC>[CH3:30][S:31]([O:29][CH2:28][CH2:27][CH2:26][CH2:25][CH2:24][CH2:23][N:20]1[CH2:19][CH2:18][N:17]([C:8]2[N:7]=[C:6]([N:1]3[CH2:2][CH2:3][CH2:4][CH2:5]3)[N:11]=[C:10]([N:12]3[CH2:16][CH2:15][CH2:14][CH2:13]3)[N:9]=2)[CH2:22][CH2:21]1)(=[O:33])=[O:32] |f:2.3|. Reported procedure: A mixture of 4-[4,6-bis(1-pyrrolidinyl)-1,3,5-triazin-2-yl]-1-piperazinehexanol (EXAMPLE 1, 1.22 g) in methylene chloride/ether (1/1, 30 ml) is mixed with a solution of methanesulfonic acid (0.28 g) in ether (15 ml). The mixture is concentrated and the residue crystallized twice from methanol/ether to give the title compound. The reactants are Br (HBr), NC1=C(NC2=CC3=C(C(C4=C(CC3)C=CC(=C4)OC)=O)C=C2)C=CC(=C1)F (2-(2-amino-4-fluoroanilino)-7-methoxy-10,11-dihydrodibenzo[a,d]-cyclohepten-5-one), ice. Run in C(C)(=O)O (acetic acid). Yields the product NC1=C(NC2=CC3=C(C(C4=C(CC3)C=CC(=C4)O)=O)C=C2)C=CC(=C1)F (2-(2-Amino-4-fluoroanilino)-7-hydroxy-10,11-dihydrodibenzo[a,d]-cyclohepten-5-one). RXN SMILES: [NH2:1][C:2]1[CH:26]=[C:25]([F:27])[CH:24]=[CH:23][C:3]=1[NH:4][C:5]1[CH:22]=[CH:21][C:8]2[C:9](=[O:20])[C:10]3[CH:17]=[C:16]([O:18]C)[CH:15]=[CH:14][C:11]=3[CH2:12][CH2:13][C:7]=2[CH:6]=1.Br>C(O)(=O)C>[NH2:1][C:2]1[CH:26]=[C:25]([F:27])[CH:24]=[CH:23][C:3]=1[NH:4][C:5]1[CH:22]=[CH:21][C:8]2[C:9](=[O:20])[C:10]3[CH:17]=[C:16]([OH:18])[CH:15]=[CH:14][C:11]=3[CH2:12][CH2:13][C:7]=2[CH:6]=1. Procedure details: 0.2 g (0.55 mmol) of 2-(2-amino-4-fluoroanilino)-7-methoxy-10,11-dihydrodibenzo[a,d]-cyclohepten-5-one is dissolved in 2 ml of glacial acetic acid, 2 ml of HBr (45%) are added and the mixture is refluxed for 6 h. The solution is hydrolyzed with 200 g of ice and the precipitate is filtered off. The product is obtained in the form of a white powder. C21H17FN2O2 (Mr=348.38) The reactants are [BH4-].[Na+] (Sodium borohydride), C(=O)C=1C=C(C=CC1OCCOC)C#CC1(CN2CCC1CC2)O (3-[2-(3-formyl-4-(2-methoxyethoxy)phenyl)ethynyl]quinuclidin-3-ol), CO (methanol), solid. Run at time 1.5 hour. The product is OCC1=C(C=CC(=C1)OCCOC)C#CC1(CN2CCC1CC2)O (3-[2-(2-hydroxymethyl-4-(2-methoxyethoxy)phenyl)ethynyl]quinuclidin-3-ol). Reaction SMILES: [BH4-].[Na+].C([C:5]1[CH:6]=[C:7]([C:16]#[C:17][C:18]2([OH:26])[CH:23]3[CH2:24][CH2:25][N:20]([CH2:21][CH2:22]3)[CH2:19]2)[CH:8]=[CH:9][C:10]=1[O:11][CH2:12][CH2:13][O:14][CH3:15])=O.[CH3:27][OH:28]>>[OH:28][CH2:27][C:8]1[CH:9]=[C:10]([O:11][CH2:12][CH2:13][O:14][CH3:15])[CH:5]=[CH:6][C:7]=1[C:16]#[C:17][C:18]1([OH:26])[CH:23]2[CH2:22][CH2:21][N:20]([CH2:25][CH2:24]2)[CH2:19]1 |f:0.1|. Reported procedure: Sodium borohydride (28.4 mg) was added to a solution of 3-[2-(3-formyl-4-(2-methoxyethoxy)phenyl)ethynyl]quinuclidin-3-ol in methanol at 0° C. The mixture was allowed to warm to ambient temperature and stirred for 1.5 hours. The reaction mixture was poured onto water (15 ml) and the mixture extracted with ethyl acetate (3×20 ml). The ethyl acetate extracts were combined, washed with brine solution (20 ml), dried (MgSO4) and evaporated. The residue was dissolved in acetonitrile (5 ml) and diethyl... Reactants: Cl (HCl), C(CO)O (ethylene glycol), [OH-].[K+] (KOH), C(C=C)#N (acrylonitrile). Run in O (water). Run at time 8 hour. Product: C(COCCOCCC#N)C#N (1,2-bis(β-cyanoethoxyethane)). RXN SMILES: [CH2:1]([OH:4])[CH2:2][OH:3].[OH-].[K+].[C:7](#[N:10])[CH:8]=[CH2:9].Cl>O>[CH2:8]([C:7]#[N:10])[CH2:9][O:3][CH2:2][CH2:1][O:4][CH2:9][CH2:8][C:7]#[N:10] |f:1.2|. Procedure: To a 5 liter double walled (for water cooling) glass reactor with a bottom drain and stopcock was charged 930 grams (15 moles) of ethylene glycol and 45.6 grams of 40% aqueous KOH solution. Some 1620 grams (30.6 moles) of acrylonitrile (NC--CH=CH2) were then added dropwise with stirring at such a rate that the temperature was kept below 35° C. After the addition was completed the mixture was stirred an additional hour and then allowed to stand overnight. The mixture was then neutralized to a pH ... The solvent is CO (methanol). Yields the product Cl.ClC1=C(C=CC(=C1)Cl)C1=NN=C(SC1)NC1=CC=CC=C1 (5-(2,4-dichlorophenyl)-N-phenyl-6H-1,3,4-thiadiazin-2-amine monohydrochloride). Yield: 116.3%. Procedure: 4.54 g (0.03 mole) of 4-phenyl-thiosemicarbazide and 6.70 g (0.03 mole) of 2,4-dichlorophenacyl chloride are reacted in 200 ml of methanol using the conditions of Example 2. Recrystallization of the solid is from methanol/ethyl acetate, yielding 6.5 g of 5-(2,4-dichlorophenyl)-N-phenyl-6H-1,3,4-thiadiazin-2-amine monohydrochloride. m.p. 186° C. The solid was subsequently dried under high vacuum at 65° C. Starting materials: C1(=CC=CC=C1)NC(NN)=S (4-phenyl-thiosemicarbazide), ClC1=C(C(CCl)=O)C=CC(=C1)Cl (2,4-dichlorophenacyl chloride). RXN SMILES: [C:1]1([NH:7][C:8](=[S:11])[NH:9][NH2:10])[CH:6]=[CH:5][CH:4]=[CH:3][CH:2]=1.[Cl:12][C:13]1[CH:22]=[C:21]([Cl:23])[CH:20]=[CH:19][C:14]=1[C:15](=O)[CH2:16]Cl>CO>[ClH:12].[Cl:12][C:13]1[CH:22]=[C:21]([Cl:23])[CH:20]=[CH:19][C:14]=1[C:15]1[CH2:16][S:11][C:8]([NH:7][C:1]2[CH:2]=[CH:3][CH:4]=[CH:5][CH:6]=2)=[N:9][N:10]=1 |f:3.4|. The reactants are ClC1=C(C=C(C(=C1)F)[N+](=O)[O-])N1C(N(C(NC1=O)=O)C)=O (1-(2-chloro-4-fluoro-5-nitrophenyl)-3-methyl-s-triazine-2,4,6(1H,3H,5H)-trione), [H][H] (hydrogen). Reagents/catalysts: [Pt] (platinum on activated carbon). Solvent: C(C)(=O)OCC (ethyl acetate). The product is NC=1C(=CC(=C(C1)N1C(N(C(NC1=O)=O)C)=O)Cl)F (1-(5-Amino-2-chloro-4-fluorophenyl)-3-methyl-s-triazine-2,4,6(1H,3H, 5H)-trione). Reaction SMILES: [Cl:1][C:2]1[CH:7]=[C:6]([F:8])[C:5]([N+:9]([O-])=O)=[CH:4][C:3]=1[N:12]1[C:17](=[O:18])[NH:16][C:15](=[O:19])[N:14]([CH3:20])[C:13]1=[O:21].[H][H]>[Pt].C(OCC)(=O)C>[NH2:9][C:5]1[C:6]([F:8])=[CH:7][C:2]([Cl:1])=[C:3]([N:12]2[C:17](=[O:18])[NH:16][C:15](=[O:19])[N:14]([CH3:20])[C:13]2=[O:21])[CH:4]=1. Procedure details: A mixture of 1-(2-chloro-4-fluoro-5-nitrophenyl)-3-methyl-s-triazine-2,4,6(1H,3H,5H)-trione (28.5 g, 0.09 mol) and 5% platinum on activated carbon (1 g) in ethyl acetate is hydrogenated at 55 psi until hydrogen uptake is complete. The reaction mixture is then filtered and concentrated in vacuo to give the title product as a white solid, mp 244°-245° C. Starting materials: CC(=O)O, Cn1ncc2cc(C(O)c3cnc4ccc(Cl)nn34)ccc21. Yields the product Cn1ncc2cc(Cc3cnc4ccc(Cl)nn34)ccc21. Reaction SMILES: [C:23]([OH:24])(=[O:25])[CH3:26].[Cl:1][c:2]1[cH:3][cH:4][c:5]2[n:6]([n:7]1)[c:8]([CH:11]([OH:12])[c:13]1[cH:14][c:15]3[cH:16][n:17][n:18]([CH3:22])[c:19]3[cH:20][cH:21]1)[cH:9][n:10]2>>[Cl:1][c:2]1[cH:3][cH:4][c:5]2[n:6]([n:7]1)[c:8]([CH2:11][c:13]1[cH:14][c:15]3[cH:16][n:17][n:18]([CH3:22])[c:19]3[cH:20][cH:21]1)[cH:9][n:10]2.